Dataset: the Open Reaction Database (ORD), a public repository of structured organic reaction records. Task: describe an organic reaction: reactants, conditions, products, and yield Reactants: C(C1=CC=CC=C1)OC(=O)N1C2(CC2)CN(CC1)C1COC1 (7-oxetan-3-yl-4,7-diazaspiro[2.5]octane-4-carboxylic acid benzyl ester). Reagents/catalysts: [Pd] (Pd/C). The solvent is IMS. Reaction conditions: time 20 hour. The product is O1CC(C1)N1CCNC2(CC2)C1 (7-Oxetan-3-yl-4,7-diazaspiro[2.5]octane). Reaction SMILES: C(OC([N:11]1[CH2:18][CH2:17][N:16]([CH:19]2[CH2:22][O:21][CH2:20]2)[CH2:15][C:12]21[CH2:14][CH2:13]2)=O)C1C=CC=CC=1>[Pd]>[O:21]1[CH2:22][CH:19]([N:16]2[CH2:15][C:12]3([CH2:13][CH2:14]3)[NH:11][CH2:18][CH2:17]2)[CH2:20]1. Reported procedure: To a solution of 7-oxetan-3-yl-4,7-diazaspiro[2.5]octane-4-carboxylic acid benzyl ester in IMS (3 mL) was added 10% Pd/C (60 mg) and the resulting mixture stirred under an atmosphere of H2 at r.t. for 20 h. The reaction mixture was filtered through Celite® and the filtrate loaded onto an Isolute® SCX-2 cartridge which was washed with MeOH and the product eluted with 2M NH3/MeOH affording the title compound (90 mg, 90%). 1H NMR (CDCl3, 400 MHz): δ 4.63-4.63 (2 H, m), 3.50-3.42 (2 H, m), 3.00-2.98... Reactants: [Li]C(C)(C)C, C1CCOC1, COCOc1ccc(CC(C)(C)C)nc1, CC=O. The product is COCOc1cnc(CC(C)(C)C)cc1C(C)O. RXN SMILES: [C:16]([Li:17])([CH3:18])([CH3:19])[CH3:20].[CH2:24]1[O:25][CH2:26][CH2:27][CH2:28]1.[CH3:1][O:2][CH2:3][O:4][c:5]1[cH:6][cH:7][c:8]([CH2:11][C:12]([CH3:13])([CH3:14])[CH3:15])[n:9][cH:10]1.[CH:21]([CH3:22])=[O:23]>>[CH3:1][O:2][CH2:3][O:4][c:5]1[c:6]([CH:21]([CH3:22])[OH:23])[cH:7][c:8]([CH2:11][C:12]([CH3:13])([CH3:14])[CH3:15])[n:9][cH:10]1. The reactants are CC1=CC=C(C=C1)CCO[C@@H]1C[C@H](CC1)NC(OCC1=CC=CC=C1)=O (benzyl {trans-3-[2-(4-methylphenyl)ethoxy]cyclopentyl}carbamate), [H][H] (hydrogen). Reagents/catalysts: [Pd] (palladium on carbon). Solvent: C(C)O (ethanol). Yields the product CC1=CC=C(C=C1)CCO[C@@H]1C[C@H](CC1)N (trans-3-[2-(4-methylphenyl)ethoxy]cyclopentanamine). Yield: 85.3%. RXN SMILES: [CH3:1][C:2]1[CH:7]=[CH:6][C:5]([CH2:8][CH2:9][O:10][C@H:11]2[CH2:15][CH2:14][C@H:13]([NH:16]C(=O)OCC3C=CC=CC=3)[CH2:12]2)=[CH:4][CH:3]=1.[H][H]>[Pd].C(O)C>[CH3:1][C:2]1[CH:3]=[CH:4][C:5]([CH2:8][CH2:9][O:10][C@H:11]2[CH2:15][CH2:14][C@H:13]([NH2:16])[CH2:12]2)=[CH:6][CH:7]=1. Procedure: A mixture of benzyl {trans-3-[2-(4-methylphenyl)ethoxy]cyclopentyl}carbamate (291 mg, 0.82 g) and 5% palladium on carbon (150 mg) in ethanol (8 ml) was hydrogenated (hydrogen balloon) for three hours. The catalyst was removed by filtration through Celite. The filter cake was washed with ethanol (3×10 ml) and the filtrate was concentrated under reduced pressure to give an oil. The oil was filtered through a pad of silica gel eluting first with methanol: methylene chloride (10:90) to remove impuri... The reactants are C(C)[C@]12C(CC[C@H]2[C@H]2[C@H](CC1)C=1CC=C(CC1CC2)OC)=O (13-ethyl-3-methoxygona-2,5(10)-dien-17-one), Cl (hydrochloric acid). Solvent: CO (methanol). Yields the product C(C)[C@]12C(CC[C@H]2[C@H]2[C@H](CC1)[C@H]1CCC(C=C1CC2)=O)=O (13-ethylgon-4-ene-3,17-dione). The yield is 54.0%. As a reaction SMILES: [CH2:1]([C@:3]12[CH2:11][CH2:10][C@@H:9]3[C:12]4[CH2:13][CH:14]=[C:15]([O:20]C)[CH2:16][C:17]=4[CH2:18][CH2:19][C@H:8]3[C@@H:7]1[CH2:6][CH2:5][C:4]2=[O:22])[CH3:2].Cl>CO>[CH2:1]([C@:3]12[CH2:11][CH2:10][C@@H:9]3[C@@H:12]4[C:17]([CH2:18][CH2:19][C@H:8]3[C@@H:7]1[CH2:6][CH2:5][C:4]2=[O:22])=[CH:16][C:15](=[O:20])[CH2:14][CH2:13]4)[CH3:2]. Procedure details: Treat dl-13-ethyl-3-methoxygona-2,5(10)-dien-17-one with hydrochloric acid in aqueous methanol to obtain dl-13-ethylgon-4-ene-3,17-dione (25.6, 54% from dl-13-ethyl-3-methoxygona-2,5(10)-dien-17β-ol), m.p. 156°-157.5°; ultraviolet absorption peak in 95% ethanol at 240.5 mμ (15,900), infrared maxima (potassium bromide) at 5.77 μ, 5.98 μ. Recrystallize dl-13-ethylgon-4-ene-3,17-dione (1.0 g) three times from ethyl acetate to obtain 484 mg., 157°-159.5°; ultraviolet absorption peak (95% ethanol) at... The reactants are C(C)OC(=O)C1=CC=C(NC=2N=C(C3=C(N2)N(C(C=C3)=O)C3=CC=C(C(=O)OC(C)(C)C)C=C3)C)C=C1 (tert-butyl 4-(2-[4-(ethoxycarbonyl)anilino]-4-methyl-7-oxopyrido[2,3-d]pyrimidin-8(7H)-yl)benzoate), FC(C(=O)O)(F)F (trifluoroacetic acid). Solvent: C(Cl)Cl (methylene chloride). Product: C(C)OC(=O)C1=CC=C(NC=2N=C(C3=C(N2)N(C(C=C3)=O)C3=CC=C(C(=O)O)C=C3)C)C=C1 (4-(2-[4-(ethoxycarbonyl)anilino]-4-methyl-7-oxopyrido[2,3-d]pyrimidin-8(7H)-yl)benzoic acid). Isolated yield 84.5%. Reaction SMILES: [CH2:1]([O:3][C:4]([C:6]1[CH:37]=[CH:36][C:9]([NH:10][C:11]2[N:12]=[C:13]([CH3:35])[C:14]3[CH:20]=[CH:19][C:18](=[O:21])[N:17]([C:22]4[CH:34]=[CH:33][C:25]([C:26]([O:28]C(C)(C)C)=[O:27])=[CH:24][CH:23]=4)[C:15]=3[N:16]=2)=[CH:8][CH:7]=1)=[O:5])[CH3:2].FC(F)(F)C(O)=O>C(Cl)Cl>[CH2:1]([O:3][C:4]([C:6]1[CH:7]=[CH:8][C:9]([NH:10][C:11]2[N:12]=[C:13]([CH3:35])[C:14]3[CH:20]=[CH:19][C:18](=[O:21])[N:17]([C:22]4[CH:23]=[CH:24][C:25]([C:26]([OH:28])=[O:27])=[CH:33][CH:34]=4)[C:15]=3[N:16]=2)=[CH:36][CH:37]=1)=[O:5])[CH3:2]. Procedure: A solution of compound 3 (0.12 g; 0.2397 mmol) and trifluoroacetic acid (0.2 mL; 2.62 mmol) in 3 mL of methylene chloride was stirred at room temperature for 2 h. The reaction mixture was concentrated and the crude product taken up with ethyl acetate and n-hexane to yield compound 9 (0.09 g; 84%).